This data is from the Open Reaction Database (ORD), a public repository of structured organic reaction records. The task is: describe an organic reaction: reactants, conditions, products, and yield Reactants: Cl, C1COCCO1, O, CC(C)(C)OC(=O)N1C(Cc2ccc(C(=O)N3C4CCC3C3CCC4N3Cc3ccccn3)cc2)CCC1C(O)c1ccccc1. Yields the product O=C(c1ccc(CC2CCC(C(O)c3ccccc3)N2)cc1)N1C2CCC1C1CCC2N1Cc1ccccn1. As a reaction SMILES: [ClH:48].[O:49]1[CH2:50][CH2:51][O:52][CH2:53][CH2:54]1.[OH2:47].[OH:1][CH:2]([CH:3]1[N:4]([C:34]([O:35][C:36]([CH3:37])([CH3:38])[CH3:39])=[O:40])[CH:5]([CH2:8][c:9]2[cH:10][cH:11][c:12]([C:15](=[O:16])[N:17]3[CH:18]4[CH:19]5[CH2:20][CH2:21][CH:22]([CH:23]3[CH2:24][CH2:25]4)[N:26]5[CH2:27][c:28]3[n:29][cH:30][cH:31][cH:32][cH:33]3)[cH:13][cH:14]2)[CH2:6][CH2:7]1)[c:41]1[cH:42][cH:43][cH:44][cH:45][cH:46]1>>[OH:1][CH:2]([CH:3]1[NH:4][CH:5]([CH2:8][c:9]2[cH:10][cH:11][c:12]([C:15](=[O:16])[N:17]3[CH:18]4[CH:19]5[CH2:20][CH2:21][CH:22]([CH:23]3[CH2:24][CH2:25]4)[N:26]5[CH2:27][c:28]3[n:29][cH:30][cH:31][cH:32][cH:33]3)[cH:13][cH:14]2)[CH2:6][CH2:7]1)[c:41]1[cH:42][cH:43][cH:44][cH:45][cH:46]1.